This data is from the Open Reaction Database (ORD), a public repository of structured organic reaction records. The task is: describe an organic reaction: reactants, conditions, products, and yield Reactants: undecaacetate, Br (hydrogen bromide), C(C)(=O)O (acetic acid), ice. Solvent: C(Cl)(Cl)Cl (chloroform). The product is [Br-].C(C)(=O)[O-].C(C)(=O)[O-].C(C)(=O)[O-].C(C)(=O)[O-].C(C)(=O)[O-].C(C)(=O)[O-].C(C)(=O)[O-].C(C)(=O)[O-].C(C)(=O)[O-].C(C)(=O)[O-] (decaacetate bromide). RXN SMILES: [BrH:1].[C:2]([OH:5])(=[O:4])[CH3:3]>C(Cl)(Cl)Cl>[Br-:1].[C:2]([O-:5])(=[O:4])[CH3:3].[C:2]([O-:5])(=[O:4])[CH3:3].[C:2]([O-:5])(=[O:4])[CH3:3].[C:2]([O-:5])(=[O:4])[CH3:3].[C:2]([O-:5])(=[O:4])[CH3:3].[C:2]([O-:5])(=[O:4])[CH3:3].[C:2]([O-:5])(=[O:4])[CH3:3].[C:2]([O-:5])(=[O:4])[CH3:3].[C:2]([O-:5])(=[O:4])[CH3:3].[C:2]([O-:5])(=[O:4])[CH3:3] |f:3.4.5.6.7.8.9.10.11.12.13|. Procedure details: A 75 ml portion of 30-32% hydrogen bromide in glacial acetic acid is cooled in an ice bath. A solution of 15.0 g of [glc 1α,4 glc 1α,4 glc undecaacetate] in 125 ml of chloroform is added with swirling. The mixture is allowed to remain in the ice bath for 2 hours with occasional swirling and then poured into crushed ice with vigorous swirling. The mixture is extracted into 100 ml of chloroform. The aqueous layer is washed with two 75 ml portions of chloroform. The combined chloroform extracts are... Starting materials: CCOc1cc(C=O)cc(OCC)c1F, CS(C)=O, [K+], [K+], O=C([O-])[O-], c1nc[nH]n1. RXN SMILES: [CH2:1]([CH3:2])[O:3][c:4]1[cH:5][c:6]([CH:7]=[O:8])[cH:9][c:10]([O:13][CH2:14][CH3:15])[c:11]1[F:12].[CH3:27][S:28]([CH3:29])=[O:30].[K+:21].[K+:22].[O-:23][C:24]([O-:25])=[O:26].[nH:16]1[n:17][cH:18][n:19][cH:20]1>>[CH2:1]([CH3:2])[O:3][c:4]1[cH:5][c:6]([CH:7]=[O:8])[cH:9][c:10]([O:13][CH2:14][CH3:15])[c:11]1-[n:16]1[n:17][cH:18][n:19][cH:20]1. Yields the product CCOc1cc(C=O)cc(OCC)c1-n1cncn1. Starting materials: CC(C)(C)OC(=O)N1CCC(CO)CC1, C1CCOC1, Oc1ccc(Cl)nc1, CC(C)OC(=O)N=NC(=O)OC(C)C, c1ccc(P(c2ccccc2)c2ccccc2)cc1. Yields the product CC(C)(C)OC(=O)N1CCC(COc2ccc(Cl)nc2)CC1. As a reaction SMILES: [C:9](=[O:10])([O:11][C:12]([CH3:13])([CH3:14])[CH3:15])[N:16]1[CH2:17][CH2:18][CH:19]([CH2:22][OH:23])[CH2:20][CH2:21]1.[CH2:57]1[O:58][CH2:59][CH2:60][CH2:61]1.[Cl:1][c:2]1[n:3][cH:4][c:5]([OH:8])[cH:6][cH:7]1.[O:43]=[C:44]([O:45][CH:46]([CH3:47])[CH3:48])[N:49]=[N:50][C:51]([O:52][CH:53]([CH3:54])[CH3:55])=[O:56].[c:24]1([P:25]([c:26]2[cH:27][cH:28][cH:29][cH:30][cH:31]2)[c:32]2[cH:33][cH:34][cH:35][cH:36][cH:37]2)[cH:38][cH:39][cH:40][cH:41][cH:42]1>>[Cl:1][c:2]1[n:3][cH:4][c:5]([O:8][CH2:22][CH:19]2[CH2:18][CH2:17][N:16]([C:9](=[O:10])[O:11][C:12]([CH3:13])([CH3:14])[CH3:15])[CH2:21][CH2:20]2)[cH:6][cH:7]1. Starting materials: S1C(=NC2=C1C=CC=C2)NC(=O)C=2C=CC=C1CCN(CC21)C2=CC=C(C(=N2)C(=O)O)C=2C=NN(C2C)CC2(CCCCCC2)CCOC (6-[8-(1,3-benzothiazol-2-ylcarbamoyl)-3,4-dihydroisoquinolin-2(1H)-yl]-3-(1-{[1-(2-methoxyethyl)cycloheptyl]methyl}-5-methyl-1H-pyrazol-4-yl)pyridine-2-carboxylic acid), CS(=O)(=O)N (methanesulfonamide), Cl.C(C)N=C=NCCCN(C)C (1-ethyl-3-[3-(dimethylamino)propyl]-carbodiimide hydrochloride). Reagents/catalysts: CN(C1=CC=NC=C1)C (4-dimethylaminopyridine). The solvent is ClCCl (dichloromethane). Reaction conditions: time 8 hour. Product: S1C(=NC2=C1C=CC=C2)NC(=O)C=2C=CC=C1CCN(CC21)C2=NC(=C(C=C2)C=2C=NN(C2C)CC2(CCCCCC2)CCOC)C(NS(=O)(=O)C)=O (N-(1,3-benzothiazol-2-yl)-2-{5-(1-{[1-(2-methoxyethyl)cycloheptyl]methyl}-5-methyl-1H-pyrazol-4-yl)-6-[(methylsulfonyl)carbamoyl]pyridin-2-yl}-1,2,3,4-tetrahydroisoquinoline-8-carboxamide). As a reaction SMILES: [S:1]1[C:5]2[CH:6]=[CH:7][CH:8]=[CH:9][C:4]=2[N:3]=[C:2]1[NH:10][C:11]([C:13]1[CH:14]=[CH:15][CH:16]=[C:17]2[C:22]=1[CH2:21][N:20]([C:23]1[N:28]=[C:27]([C:29](O)=[O:30])[C:26]([C:32]3[CH:33]=[N:34][N:35]([CH2:38][C:39]4([CH2:46][CH2:47][O:48][CH3:49])[CH2:45][CH2:44][CH2:43][CH2:42][CH2:41][CH2:40]4)[C:36]=3[CH3:37])=[CH:25][CH:24]=1)[CH2:19][CH2:18]2)=[O:12].[CH3:50][S:51]([NH2:54])(=[O:53])=[O:52].Cl.C(N=C=NCCCN(C)C)C>ClCCl.CN(C)C1C=CN=CC=1>[S:1]1[C:5]2[CH:6]=[CH:7][CH:8]=[CH:9][C:4]=2[N:3]=[C:2]1[NH:10][C:11]([C:13]1[CH:14]=[CH:15][CH:16]=[C:17]2[C:22]=1[CH2:21][N:20]([C:23]1[CH:24]=[CH:25][C:26]([C:32]3[CH:33]=[N:34][N:35]([CH2:38][C:39]4([CH2:46][CH2:47][O:48][CH3:49])[CH2:40][CH2:41][CH2:42][CH2:43][CH2:44][CH2:45]4)[C:36]=3[CH3:37])=[C:27]([C:29](=[O:30])[NH:54][S:51]([CH3:50])(=[O:53])=[O:52])[N:28]=1)[CH2:19][CH2:18]2)=[O:12] |f:2.3|. Procedure details: To a solution of EXAMPLE 134G (50 mg) in dichloromethane (2 mL) was added methanesulfonamide (7.4 mg), 1-ethyl-3-[3-(dimethylamino)propyl]-carbodiimide hydrochloride (28 mg) and 4-dimethylaminopyridine (18 mg). The mixture was stirred overnight. The mixture was loaded on a silica gel column and eluted with 5% methanol in dichloromethane to give the pure product. 1H NMR (300 MHz, dimethylsulfoxide-d6) δ ppm 8.03 (d, 1H), 7.79 (d, 1H), 7.60 (s, 1H), 7.41 (m, 5H), 7.30 (s, 1H), 7.00 (d, 1H), 4.96 (... The reactants are C(=O)(OC(C)(C)C)N[C@@H](CCC)C(=O)O (Boc-norvaline), N[C@@H](CC(C)C)C(=O)N (leucinamide), C1CCC(CC1)N=C=NC2CCCCC2 (DCC), C=1C=CC2=C(C1)N=NN2O (HOBt). Solvent: CN(C)C=O (DMF). Reaction conditions: temperature 0 celsius, time 20 minute. The product is C(=O)(OC(C)(C)C)N[C@@H](CCC)C(=O)O.N[C@@H](CC(C)C)C(=O)N (Boc-norvaline leucinamide). RXN SMILES: [C:1]([NH:8][C@H:9]([C:13]([OH:15])=[O:14])[CH2:10][CH2:11][CH3:12])([O:3][C:4]([CH3:7])([CH3:6])[CH3:5])=[O:2].[NH2:16][C@H:17]([C:22]([NH2:24])=[O:23])[CH2:18][CH:19]([CH3:21])[CH3:20].C1CCC(N=C=NC2CCCCC2)CC1.C1C=CC2N(O)N=NC=2C=1>CN(C=O)C>[C:1]([NH:8][C@H:9]([C:13]([OH:15])=[O:14])[CH2:10][CH2:11][CH3:12])([O:3][C:4]([CH3:7])([CH3:5])[CH3:6])=[O:2].[NH2:16][C@H:17]([C:22]([NH2:24])=[O:23])[CH2:18][CH:19]([CH3:21])[CH3:20] |f:5.6|. Reported procedure: Boc-norvaline (2.0 g, 9.2 mmol) and leucinamide (1.53 g, 9.2 mmol) were dissolved in dry DMF (90 mL). The reaction was cooled to 0° C. and DCC (2.3 g, 11 mmol), HOBt (1.48 g, 11 mmol), and DEA (1.9 mL, 11 mmol) added. The mixture was stirred for 20 min at 0° C. and allowed to slowly warm to room temperature overnight (17 h). The mixture was concentrated to 1/3 its original volume, cooled, and filtered. The filtrate was concentrated, affording a yellow oil which was purified by column chromatogra... The reactants are C(C(C)(C)C)(=O)OC[C@H](C=1C(=C2C=CC(NC2=CC1C)=O)C1=CC=C(C=C1)Cl)OC(C)(C)C ((S)-2-tert-butoxy-2-(5-(4-chlorophenyl)-7-methyl-2-oxo-1,2-dihydroquinolin-6-yl)ethyl pivalate), O(S(=O)(=O)C(F)(F)F)S(=O)(=O)C(F)(F)F (Tf2O). Solvent: ClCCl (dichloromethane), N1=CC=CC=C1 (pyridine). Conditions: temperature 0 celsius, time 2 hour. Yields the product C(C(C)(C)C)(=O)OC[C@H](C=1C(=C2C=CC(=NC2=CC1C)OS(=O)(=O)C(F)(F)F)C1=CC=C(C=C1)Cl)OC(C)(C)C ((S)-2-tert-butoxy-2-(5-(4-chlorophenyl)-7-methyl-2-(trifluoromethylsulfonyloxy)quinolin-6-yl)ethyl pivalate). Isolated yield 77.3%. As a reaction SMILES: [C:1]([O:7][CH2:8][C@@H:9]([O:29][C:30]([CH3:33])([CH3:32])[CH3:31])[C:10]1[C:11]([C:22]2[CH:27]=[CH:26][C:25]([Cl:28])=[CH:24][CH:23]=2)=[C:12]2[C:17](=[CH:18][C:19]=1[CH3:20])[NH:16][C:15](=[O:21])[CH:14]=[CH:13]2)(=[O:6])[C:2]([CH3:5])([CH3:4])[CH3:3].[O:34](S(C(F)(F)F)(=O)=O)[S:35]([C:38]([F:41])([F:40])[F:39])(=O)=[O:36]>ClCCl.N1C=CC=CC=1>[C:1]([O:7][CH2:8][C@@H:9]([O:29][C:30]([CH3:33])([CH3:32])[CH3:31])[C:10]1[C:11]([C:22]2[CH:23]=[CH:24][C:25]([Cl:28])=[CH:26][CH:27]=2)=[C:12]2[C:17](=[CH:18][C:19]=1[CH3:20])[N:16]=[C:15]([O:21][S:35]([C:38]([F:41])([F:40])[F:39])(=[O:36])=[O:34])[CH:14]=[CH:13]2)(=[O:6])[C:2]([CH3:3])([CH3:5])[CH3:4]. Procedure: To a stirred solution of (S)-2-tert-butoxy-2-(5-(4-chlorophenyl)-7-methyl-2-oxo-1,2-dihydroquinolin-6-yl)ethyl pivalate (8J) (200 mg, 0.43 mmol) in dichloromethane (10 mL) and pyridine (0.35 mL) was added Tf2O (0.1 mL, 0.87 mmol) at −78° C. The temperature was slowly raised to 0° C. The mixture was stirred at 0° C. for 2 hours, quenched with slowly addition of NaHCO3 solution. The mixture was extracted with ethyl acetate. The organic layer was washed with brine, dried and concentrated to provide... Starting materials: N (ammonia), ON1N=NC2=C1C=CC=C2 (1-hydroxybenzotriazole), Cl.CN(CCCN=C=NCC)C (N-(3-dimethylaminopropyl)-N′-ethyl-carbodiimide-hydrochloride), O=C1N(CCC1C(=O)O)C1=CC=C(C=C1)OCC1=CC=C(C=C1)C(F)(F)F ((RS)-2-oxo-1-[4-(4-trifluoromethyl-benzyloxy)-phenyl]-pyrrolidine-3-carboxylic acid). Run in C1CCOC1 (THF). Conditions: time 30 minute. The product is O=C1N(CCC1C(=O)N)C1=CC=C(C=C1)OCC1=CC=C(C=C1)C(F)(F)F ((RS)-2-Oxo-1-[4-(4-trifluoromethyl-benzyloxy)-phenyl]-pyrrolidine-3-carboxylic Acid Amide). The yield is 9.9%. As a reaction SMILES: [O:1]=[C:2]1[CH:6]([C:7](O)=[O:8])[CH2:5][CH2:4][N:3]1[C:10]1[CH:15]=[CH:14][C:13]([O:16][CH2:17][C:18]2[CH:23]=[CH:22][C:21]([C:24]([F:27])([F:26])[F:25])=[CH:20][CH:19]=2)=[CH:12][CH:11]=1.O[N:29]1C2C=CC=CC=2N=N1.Cl.CN(C)CCCN=C=NCC.N>C1COCC1>[O:1]=[C:2]1[CH:6]([C:7]([NH2:29])=[O:8])[CH2:5][CH2:4][N:3]1[C:10]1[CH:15]=[CH:14][C:13]([O:16][CH2:17][C:18]2[CH:23]=[CH:22][C:21]([C:24]([F:27])([F:26])[F:25])=[CH:20][CH:19]=2)=[CH:12][CH:11]=1 |f:2.3|. Procedure: 150 mg (0.4 mmol) (RS)-2-oxo-1-[4-(4-trifluoromethyl-benzyloxy)-phenyl]-pyrrolidine-3-carboxylic acid is dissolved in 4 ml THF. 59 mg (0.43 mmol) of 1-hydroxybenzotriazole and 80 mg (0.42 mmol) of N-(3-dimethylaminopropyl)-N′-ethyl-carbodiimide-hydrochloride is added and the reaction mixture is stirred at RT for 30 min. After cooling to 0° C. 4 ml of concentrated ammonia is added and the resulting mixture stirred at RT for 1 hour. Dilution with water, extraction and chromatography (silica gel, e...